Dataset: the Open Reaction Database (ORD), a public repository of structured organic reaction records. Task: describe an organic reaction: reactants, conditions, products, and yield Reactants: ClC=1C=2N(N=CC1C(=O)N)C=CC2 (4-chloropyrrolo[1,2-b]pyridazine-3-carboxamide), Cl.FC1(CC1)[C@@H](C)N ((R)-1-(1-fluorocyclopropyl)ethanamine hydrochloride), C(C)(C)N(CC)C(C)C (diisopropylethylamine). Solvent: CN1CCCC1=O (NMP), CO (MeOH). Product: FC1(CC1)[C@@H](C)NC=1C=2N(N=CC1C(=O)N)C=CC2 ((R)-4-(1-(1-fluorocyclopropyl)ethylamino)pyrrolo[1,2-b]pyridazine-3-carboxamide). The yield is 15.0%. RXN SMILES: Cl[C:2]1[C:3]2[N:4]([CH:11]=[CH:12][CH:13]=2)[N:5]=[CH:6][C:7]=1[C:8]([NH2:10])=[O:9].Cl.[F:15][C:16]1([C@H:19]([NH2:21])[CH3:20])[CH2:18][CH2:17]1.C(N(C(C)C)CC)(C)C>CN1C(=O)CCC1.CO>[F:15][C:16]1([C@H:19]([NH:21][C:2]2[C:3]3[N:4]([CH:11]=[CH:12][CH:13]=3)[N:5]=[CH:6][C:7]=2[C:8]([NH2:10])=[O:9])[CH3:20])[CH2:18][CH2:17]1 |f:1.2|. Procedure: A solution of 4-chloropyrrolo[1,2-b]pyridazine-3-carboxamide (Preparation 3, 20 mg, 0.102 mmol), (R)-1-(1-fluorocyclopropyl)ethanamine hydrochloride (22 mg, 0.153 mmol), and diisopropylethylamine (0.054 mL, 0.31 mmol) in NMP (0.5 mL) was heated to 120° C. for 10 min in the CEM microwave. The mixture was cooled to rt, diluted with MeOH and purified by reverse-phase Prep HPLC (condition A). The fraction containing the major product was concentrated on the rotovap to remove the MeOH and the aqueous... Reactants: CC1(OC(C=2N=C(SC21)NC(OC(C)(C)C)=O)=O)C (tert-butyl 6,6-dimethyl-4-oxo-4,6-dihydrofuro[3,4-d][1,3]thiazol-2-ylcarbamate), FC(C(=O)O)(F)F (trifluoroacetic acid). The solvent is ClCCl (dichloromethane). Run at time 3 hour. Yields the product NC=1SC2=C(N1)C(OC2(C)C)=O (2-amino-6,6-dimethylfuro[3,4-d][1,3]thiazol-4(6H)-one). Isolated yield 100.2%. Reaction SMILES: [CH3:1][C:2]1([CH3:19])[C:9]2[S:8][C:7]([NH:10]C(=O)OC(C)(C)C)=[N:6][C:5]=2[C:4](=[O:18])[O:3]1.FC(F)(F)C(O)=O>ClCCl>[NH2:10][C:7]1[S:8][C:9]2[C:2]([CH3:1])([CH3:19])[O:3][C:4](=[O:18])[C:5]=2[N:6]=1. Procedure details: To a solution of Example 5A (7.4 g, 26.0 mmol) in dichloromethane (20 mL) was added trifluoroacetic acid (20.0 ml, 260 mmol) slowly at 0° C. The reaction mixture was removed from the ice bath, allowed to reach room temperature and stirred for 3 hours. The reaction mixture was concentrated to dryness, diluted with ethyl acetate (100 mL) and neutralized with saturated NaHCO3 solution. The layers were separated and the aqueous layer was extracted with ethyl acetate (5×100 mL). The combined organic ...